From a dataset of the Open Reaction Database (ORD), a public repository of structured organic reaction records. describe an organic reaction: reactants, conditions, products, and yield Starting materials: ClC1=NC=NC2=CC(=CC=C12)Cl (4,7-dichloroquinazoline), COC1=CC=C(C=C1)N (p-anisidine). Solvent: C(C)O (ethanol). Yields the product ClC1=CC=C2C(=NC=NC2=C1)NC1=CC=C(C=C1)OC (7-Chloro-4-(4'-methoxyanilino)quinazoline). Yield: 58.0%. Reaction SMILES: Cl[C:2]1[C:11]2[C:6](=[CH:7][C:8]([Cl:12])=[CH:9][CH:10]=2)[N:5]=[CH:4][N:3]=1.[CH3:13][O:14][C:15]1[CH:20]=[CH:19][C:18]([NH2:21])=[CH:17][CH:16]=1>C(O)C>[Cl:12][C:8]1[CH:7]=[C:6]2[C:11]([C:2]([NH:21][C:18]3[CH:19]=[CH:20][C:15]([O:14][CH3:13])=[CH:16][CH:17]=3)=[N:3][CH:4]=[N:5]2)=[CH:10][CH:9]=1. Reported procedure: 5 ml of ethanol were added to a mixture of 4.8 g of 4,7-dichloroquinazoline and 3.0 g of p-anisidine. The resulting mixture was heated, whereupon the solids dissolved and then the mixture immediately solidified. After cooling, the solidified compound was collected and washed with, in turn, ethanol, dilute aqueous sodium hydroxide and water. The resulting crystals were recrystallized from ethanol to give 4.0 g (yield 51%) of the desired Compound No. 9 in the form of pale yellow plates melting at ... The reactants are O (water), [Cl-].FC1=CC=C(C[P+](C2=CC=CC=C2)(C2=CC=CC=C2)C2=CC=CC=C2)C=C1 (4-fluorobenzyl triphenylphosphonium chloride), BrC1=CC=C(S1)C=O (5-Bromothiophene-2-carbaldehyde), [Li]CCCC (n-BuLi). Run in C1CCOC1 (THF). Reaction conditions: time 1 hour. Yields the product FC1=CC=C(C=C1)\C=C/C1=CC=C(S1)Br (5-[(1Z)-2-(4-fluorophenyl)vinyl]-2-bromothiophene). The yield is 13.0%. Reaction SMILES: [Cl-].[F:2][C:3]1[CH:28]=[CH:27][C:6]([CH2:7][P+](C2C=CC=CC=2)(C2C=CC=CC=2)C2C=CC=CC=2)=[CH:5][CH:4]=1.[Li]CCCC.[Br:34][C:35]1[S:39][C:38]([CH:40]=O)=[CH:37][CH:36]=1.O>C1COCC1>[F:2][C:3]1[CH:4]=[CH:5][C:6](/[CH:7]=[CH:40]\[C:38]2[S:39][C:35]([Br:34])=[CH:36][CH:37]=2)=[CH:27][CH:28]=1 |f:0.1|. Reported procedure: To a 0° C. suspension of 4-fluorobenzyl triphenylphosphonium chloride (1.82 g, 4.47 mmol) in THF (20 mL) was added a solution of n-BuLi (2.5M in hexane, 1.8 mL, 4.47 mmol) and the reaction mixture was stirred for 1 h. 5-Bromothiophene-2-carbaldehyde was added, the reaction was allowed to warm to room temperature and stirred for 1 h. The resulting mixture was treated with water and extracted with Et2O. The crude product was purified by preparative TLC (30% EtOAc/hex) to give 5-[(1Z)-2-(4-fluoroph... Reactants: Cn1c(=O)c2c(nc(C=CC(=O)OC(C)(C)C)n2C)n(C)c1=O, [Na+], CN(C)C=O, [OH-], O. Product: Cn1c(=O)c2c(nc(C=CC(=O)O)n2C)n(C)c1=O. As a reaction SMILES: [C:1]([CH3:2])([CH3:3])([CH3:4])[O:5][C:6](=[O:7])[CH:8]=[CH:9][c:10]1[n:11][c:12]2[n:13]([CH3:23])[c:14](=[O:22])[n:15]([CH3:21])[c:16](=[O:20])[c:17]2[n:18]1[CH3:19].[Na+:25].[O:26]=[CH:27][N:28]([CH3:29])[CH3:30].[OH-:24].[OH2:31]>>[O:5]=[C:6]([OH:7])[CH:8]=[CH:9][c:10]1[n:11][c:12]2[n:13]([CH3:23])[c:14](=[O:22])[n:15]([CH3:21])[c:16](=[O:20])[c:17]2[n:18]1[CH3:19]. The reactants are COC1=C(C=CC=C1)OC (1,2-dimethoxybenzene), C(C)(=O)OC(C(=C)C)OC(C)=O (3,3-diacetoxy-2-methylpropene), resultant mixture. RXN SMILES: [CH3:1][O:2][C:3]1[CH:8]=[CH:7][CH:6]=[CH:5][C:4]=1[O:9][CH3:10].[C:11]([O:14][CH:15](OC(=O)C)[C:16]([CH3:18])=[CH2:17])(=[O:13])[CH3:12]>[Cl-].[Zn+2].[Cl-]>[C:11]([O:14][CH:15]=[C:16]([CH3:18])[CH2:17][C:6]1[CH:7]=[CH:8][C:3]([O:2][CH3:1])=[C:4]([O:9][CH3:10])[CH:5]=1)(=[O:13])[CH3:12] |f:2.3.4|. Procedure details: In an argon gas atmosphere, a four necked flask having a capacity of 100 ml was charged with 69.2 g (500 m moles) of 1,2-dimethoxybenzene and 9.61 g (50 m moles) of 3,3-diacetoxy-2-methylpropene having a purity degree of 89.6% by mass. Then, the resultant mixture was mixed with 1.36 g (10 m moles) of zinc chloride at an internal temperature of 25 to 26° C. The mixture was stirred at an internal temperature of 25 to 26° C. for 1.5 hours to cause the mixed compounds to react with each other. After... Conditions: temperature 25.5 celsius, time 1.5 hour. Isolated yield 95.1%. Reagents/catalysts: [Cl-].[Zn+2].[Cl-] (zinc chloride). Product: C(C)(=O)OC=C(CC1=CC(=C(C=C1)OC)OC)C (1-acetoxy-2-methyl-3-(3,4-dimethoxyphenyl)propene). The reactants are C(C)OC(\C=C\C(C1=CC=CC=C1)=O)=O (E-ethyl-3-benzoyl-acrylate), C(C)(C)(C)OC([C@H]1N(CCC1)C([C@@H](N)C)=O)=O ((S)-alanyl-(S)-proline-t-butylester), C(\C=C/C(=O)O)(=O)O (maleinic acid). Solvent: C1=CC=CC=C1 (benzene). Product: C(\C=C/C(=O)O)(=O)O.C(C)(C)(C)OC([C@H]1N(CCC1)C([C@@H](N[C@@H](CC(=O)C1=CC=CC=C1)C(=O)OCC)C)=O)=O (N-[1(S)-ethoxycarbonyl-3-phenyl-3-oxo-propyl]-(S)-alanyl-(S)-proline-t-butyl-ester maleate). The yield is 59.5%. RXN SMILES: [C:1]([O:5][C:6](=[O:17])[C@@H:7]1[CH2:11][CH2:10][CH2:9][N:8]1[C:12](=[O:16])[C@H:13]([CH3:15])[NH2:14])([CH3:4])([CH3:3])[CH3:2].[CH2:18]([O:20][C:21](=[O:32])/[CH:22]=[CH:23]/[C:24](=[O:31])[C:25]1[CH:30]=[CH:29][CH:28]=[CH:27][CH:26]=1)[CH3:19].[C:33]([OH:40])(=[O:39])/[CH:34]=[CH:35]\[C:36]([OH:38])=[O:37]>C1C=CC=CC=1>[C:33]([OH:40])(=[O:39])/[CH:34]=[CH:35]\[C:36]([OH:38])=[O:37].[C:1]([O:5][C:6](=[O:17])[C@@H:7]1[CH2:11][CH2:10][CH2:9][N:8]1[C:12](=[O:16])[C@H:13]([CH3:15])[NH:14][C@H:22]([C:21]([O:20][CH2:18][CH3:19])=[O:32])[CH2:23][C:24]([C:25]1[CH:26]=[CH:27][CH:28]=[CH:29][CH:30]=1)=[O:31])([CH3:2])([CH3:4])[CH3:3] |f:4.5|. Procedure details: 4.84 g (20 mmoles) of (S)-alanyl-(S)-proline-t-butylester are dissolved in 40 ml of dry benzene and 4.08 g (20 mmoles) of E-ethyl-3-benzoyl-acrylate are added at room temperature under stirring. After one hour stirring at room temperature the solvent is evaporated off under reduced pressure, the residue is dissolved in 20 ml of ethyl acetate and 2.32 g (20 mmoles) of maleinic acid are added. The precipitated crystals are filtered off after one hour standing and washed with 20 ml of ethyl acetate... Starting materials: N#CC1CC(F)CN1C(=O)CNC12CCC(C(=O)O)(CC1)CC2, C#Cc1ccc(N)cc1. Yields the product C#Cc1ccc(NC(=O)C23CCC(NCC(=O)N4CC(F)CC4C#N)(CC2)CC3)cc1. RXN SMILES: [C:1](=[O:2])([OH:3])[C:4]12[CH2:5][CH2:6][C:7]([NH:12][CH2:13][C:14](=[O:15])[N:16]3[CH:17]([C:22]#[N:23])[CH2:18][CH:19]([F:21])[CH2:20]3)([CH2:8][CH2:9]1)[CH2:10][CH2:11]2.[C:24](#[CH:25])[c:26]1[cH:27][cH:28][c:29]([NH2:30])[cH:31][cH:32]1>>[C:1](=[O:3])([C:4]12[CH2:5][CH2:6][C:7]([NH:12][CH2:13][C:14](=[O:15])[N:16]3[CH:17]([C:22]#[N:23])[CH2:18][CH:19]([F:21])[CH2:20]3)([CH2:8][CH2:9]1)[CH2:10][CH2:11]2)[NH:30][c:29]1[cH:28][cH:27][c:26]([C:24]#[CH:25])[cH:32][cH:31]1. Starting materials: C1CCOC1, CO, CCc1c(CC(=O)OC)c2cccnc2n1Cc1ccc(C(F)(F)F)cc1, [Na+], [OH-]. Product: CCc1c(CC(=O)O)c2cccnc2n1Cc1ccc(C(F)(F)F)cc1. RXN SMILES: [CH2:30]1[O:31][CH2:32][CH2:33][CH2:34]1.[CH3:35][OH:36].[CH3:3][O:4][C:5]([CH2:6][c:7]1[c:8]([CH2:27][CH3:28])[n:9]([CH2:16][c:17]2[cH:18][cH:19][c:20]([C:23]([F:24])([F:25])[F:26])[cH:21][cH:22]2)[c:10]2[n:11][cH:12][cH:13][cH:14][c:15]12)=[O:29].[Na+:2].[OH-:1]>>[O:4]=[C:5]([CH2:6][c:7]1[c:8]([CH2:27][CH3:28])[n:9]([CH2:16][c:17]2[cH:18][cH:19][c:20]([C:23]([F:24])([F:25])[F:26])[cH:21][cH:22]2)[c:10]2[n:11][cH:12][cH:13][cH:14][c:15]12)[OH:29]. Reactants: C(C1=CN=CC=C1)(=O)NCC(C)NC(C1=CN=CC=C1)=O (1,2-bis(nicotinamido)propane), alcohol, [N+](=O)(O)[O-] (nitric acid). Product: [N+](=O)(O)[O-].[N+](=O)(O)[O-].C(C1=CN=CC=C1)(=O)NCC(C)NC(C1=CN=CC=C1)=O (1,2-bis(nicotinamido)propane dinitrate). As a reaction SMILES: [C:1]([NH:9][CH2:10][CH:11]([NH:13][C:14](=[O:21])[C:15]1[CH:20]=[CH:19][CH:18]=[N:17][CH:16]=1)[CH3:12])(=[O:8])[C:2]1[CH:7]=[CH:6][CH:5]=[N:4][CH:3]=1.[N+:22]([O-:25])([OH:24])=[O:23]>>[N+:22]([O-:25])([OH:24])=[O:23].[N+:22]([O-:25])([OH:24])=[O:23].[C:1]([NH:9][CH2:10][CH:11]([NH:13][C:14](=[O:21])[C:15]1[CH:20]=[CH:19][CH:18]=[N:17][CH:16]=1)[CH3:12])(=[O:8])[C:2]1[CH:7]=[CH:6][CH:5]=[N:4][CH:3]=1 |f:2.3.4|. Procedure: reacting said crude 1,2-bis(nicotinamido)propane with a lower alcohol and nitric acid to produce 1,2-bis(nicotinamido)propane dinitrate; The reactants are C(CCCCCN=C=O)N=C=O (hexamethylene diisocyanate), C(C=C)(=O)OCCO (2-hydroxyethyl acrylate), triisocyanate, C(CCCCCCCCCCC)(=O)[O-].C(CCCCCCCCCCC)(=O)[O-].C(CCC)[Sn+2]CCCC (di-n-butyltin dilaurate), COC1=CC=C(O)C=C1 (hydroquinone monomethylether), isocyanurate. Run in C(C)(=O)OCCCC (n-butyl acetate). Run at temperature 55 celsius, time 8 hour. Product: C(C=C)(=O)O.C(C=C)(=O)O.C(C=C)(=O)O.NC(=O)OCC (urethane triacrylate). RXN SMILES: [C:1]([O:5][CH2:6][CH2:7]O)(=[O:4])[CH:2]=[CH2:3].[C:9]([O-:22])(=[O:21])[CH2:10][CH2:11]CCCCCCCCC.[C:23]([O-:36])(=[O:35])[CH2:24][CH2:25]CCCCCCCCC.C([Sn+2]CCCC)CCC.COC1C=CC(O)=CC=1.C(N=C=O)CCCCC[N:61]=C=O>C(OCCCC)(=O)C>[C:1]([OH:5])(=[O:4])[CH:2]=[CH2:3].[C:9]([OH:22])(=[O:21])[CH:10]=[CH2:11].[C:23]([OH:36])(=[O:35])[CH:24]=[CH2:25].[NH2:61][C:1]([O:5][CH2:6][CH3:7])=[O:4] |f:1.2.3,7.8.9.10|. Procedure details: A 2-liter 3-necked flask provided with a stirrer and thermometer were metered in 365.4 parts of 2-hydroxyethyl acrylate, 0.45 parts of di-n-butyltin dilaurate, and 0.4 parts of hydroquinone monomethylether, followed by stirring at 55° C. and adding dropwise in 3 hours, 543.1 parts of a triisocyanate (tradename: Duranate TPA-100, manufactured by Asahi Kasei Kogyo Co., Ltd.), a trimer of hexamethylene diisocyanate and having an isocyanurate skeleton. After the end of the dropwise addition, the rea... The reactants are solution, [H][H] (hydrogen), C(C1=CC=CC=C1)N1[C@H]([C@H](CCC1)C(O)(C1=CC=CC=C1)C)CC1=CC=C(C=C1)OC (cis-1-benzyl-2-(p-methoxybenzyl)-α-methyl-α-phenyl-3-piperidinemethanol), Cl (hydrochloric acid). Reagents/catalysts: [Pd] (palladium-on-carbon). Run in CN(C=O)C (dimethylformamide). Yields the product COC1=CC=C(C[C@@H]2NCCC[C@@H]2C(O)(C2=CC=CC=C2)C)C=C1 (cis-2-(p-methoxybenzyl)-α-methyl-α-phenyl-3-piperidinemethanol). RXN SMILES: C([N:8]1[CH2:13][CH2:12][CH2:11][C@H:10]([C:14]([CH3:22])([C:16]2[CH:21]=[CH:20][CH:19]=[CH:18][CH:17]=2)[OH:15])[C@@H:9]1[CH2:23][C:24]1[CH:29]=[CH:28][C:27]([O:30][CH3:31])=[CH:26][CH:25]=1)C1C=CC=CC=1.Cl.[H][H]>CN(C)C=O.[Pd]>[CH3:31][O:30][C:27]1[CH:26]=[CH:25][C:24]([CH2:23][C@H:9]2[C@@H:10]([C:14]([CH3:22])([C:16]3[CH:17]=[CH:18][CH:19]=[CH:20][CH:21]=3)[OH:15])[CH2:11][CH2:12][CH2:13][NH:8]2)=[CH:29][CH:28]=1. Reported procedure: A solution 41.5 g. of cis-1-benzyl-2-(p-methoxybenzyl)-α-methyl-α-phenyl-3-piperidinemethanol in 8.3 ml. of concentrated hydrochloric acid is diluted with dimethylformamide to a volume of 400 ml. and catalytically hydrogenated under 10 atmospheres of hydrogen in the presence of palladium-on-carbon catalyst. The catalyst is removed by filtration and the solvent is evaporated from the filtrate under reduced pressure. The resulting residue is taken up in ethanol and diluted with diethyl ether to yi...